From a dataset of the Open Reaction Database (ORD), a public repository of structured organic reaction records. describe an organic reaction: reactants, conditions, products, and yield Reactants: C1(=CC=C(C=C1)C(=O)OC)C (methyl p-toluate), C1(=CC=CC=C1)O (phenol). Reagents/catalysts: CC([O-])C.CC([O-])C.CC([O-])C.CC([O-])C.[Ti+4] (titanium tetraisopropoxide). Reaction conditions: temperature 190 celsius, time 6 hour. Product: C1(=CC=C(C=C1)C(=O)OC1=CC=CC=C1)C (phenyl p-toluate). Reaction SMILES: [C:1]1([CH3:11])[CH:6]=[CH:5][C:4]([C:7]([O:9][CH3:10])=[O:8])=[CH:3][CH:2]=1.[C:12]1(O)[CH:17]=[CH:16]C=[CH:14][CH:13]=1>CC(C)[O-].CC(C)[O-].CC(C)[O-].CC(C)[O-].[Ti+4]>[C:1]1([CH3:11])[CH:2]=[CH:3][C:4]([C:7]([O:9][C:10]2[CH:16]=[CH:17][CH:12]=[CH:13][CH:14]=2)=[O:8])=[CH:5][CH:6]=1 |f:2.3.4.5.6|. Procedure details: A thermometer and Claisen head were attached to a three-necked flask having an internal volume of 500 ml. A receiver having a gage was attached to the Claisen head via a condenser to make a distillation apparatus. Into this apparatus were charged methyl p-toluate 75 g (0.50 mole), phenol 376 g (4.0 mole) and titanium tetraisopropoxide 1.42 g (5.0 mmole). The contents were reacted with stirring in a 190° C. bath. The reaction was conducted at atmospheric pressure for six hours while removing meth... Starting materials: CC=1NC(=CC1C)C(CCC1=CC=CC=C1)=O (2,3-dimethyl-5-(3-phenylpropionyl)pyrrole), BrCC1CC1 (bromomethylcyclopropane). Product: C1(CC1)CN1C(=C(C=C1C(CCC1=CC=CC=C1)=O)C)C (1-Cyclopropylmethyl-2,3-dimethyl-5-(3-phenylpropionyl)pyrrole). Isolated yield 93.0%. Reaction SMILES: [CH3:1][C:2]1[NH:3][C:4]([C:8](=[O:17])[CH2:9][CH2:10][C:11]2[CH:16]=[CH:15][CH:14]=[CH:13][CH:12]=2)=[CH:5][C:6]=1[CH3:7].Br[CH2:19][CH:20]1[CH2:22][CH2:21]1>>[CH:20]1([CH2:19][N:3]2[C:4]([C:8](=[O:17])[CH2:9][CH2:10][C:11]3[CH:16]=[CH:15][CH:14]=[CH:13][CH:12]=3)=[CH:5][C:6]([CH3:7])=[C:2]2[CH3:1])[CH2:22][CH2:21]1. Procedure: The title compound was prepared as an orange oil in 93.0% yield in a similar procedure to that described in Referential Example 97 by using 2,3-dimethyl-5-(3-phenylpropionyl)pyrrole and bromomethylcyclopropane. Starting materials: C1(=CC=CC=C1)O (phenol), B(F)(F)F.CCOCC (boron trifluoride etherate), C(CCC)OC(C(NC(=O)OCC1=CC=CC=C1)OC(C)=O)=O (N-benzyloxycarbonyl-2-acetoxyglycine n-butyl ester). The solvent is C(Cl)Cl (methylene chloride). Conditions: time 15 minute. Product: C(CCC)OC(C(NC(=O)OCC1=CC=CC=C1)C1=CC=C(C=C1)O)=O (N-benzyloxycarbonyl-2-(4-hydroxyphenyl)glycine n-butyl ester). As a reaction SMILES: [C:1]1([OH:7])[CH:6]=[CH:5][CH:4]=[CH:3][CH:2]=1.B(F)(F)F.CCOCC.[CH2:17]([O:21][C:22](=[O:39])[CH:23](OC(=O)C)[NH:24][C:25]([O:27][CH2:28][C:29]1[CH:34]=[CH:33][CH:32]=[CH:31][CH:30]=1)=[O:26])[CH2:18][CH2:19][CH3:20]>C(Cl)Cl>[CH2:17]([O:21][C:22](=[O:39])[CH:23]([C:4]1[CH:5]=[CH:6][C:1]([OH:7])=[CH:2][CH:3]=1)[NH:24][C:25]([O:27][CH2:28][C:29]1[CH:34]=[CH:33][CH:32]=[CH:31][CH:30]=1)=[O:26])[CH2:18][CH2:19][CH3:20] |f:1.2|. Procedure details: To a solution of 1.73 g. (0.010 mol.) of phenol and 0.2 ml. of boron trifluoride etherate in 20 ml. of methylene chloride was added dropwise with stirring over a 15 minute interval 3.37 g. (0.011 mol.) of N-benzyloxycarbonyl-2-acetoxyglycine n-butyl ester. After three hours the reaction mixture was cooled and the precipitate collected by filtration to give N-benzyloxycarbonyl-2-(4-hydroxyphenyl)glycine n-butyl ester, m.p. 143°-144°. Starting materials: BrCc1ccccc1, CN(CC(O)CN(C)C(=O)OC(C)(C)C)C(=O)OC(C)(C)C, [H-], [Na+], C1CCOC1. Product: CN(CC(CN(C)C(=O)OC(C)(C)C)OCc1ccccc1)C(=O)OC(C)(C)C. Reaction SMILES: [Br:23][CH2:24][c:25]1[cH:26][cH:27][cH:28][cH:29][cH:30]1.[C:1]([CH3:2])([CH3:3])([CH3:4])[O:5][C:6](=[O:7])[N:8]([CH2:9][CH:10]([CH2:11][N:12]([CH3:13])[C:14](=[O:15])[O:16][C:17]([CH3:18])([CH3:19])[CH3:20])[OH:21])[CH3:22].[H-:31].[Na+:32].[O:33]1[CH2:34][CH2:35][CH2:36][CH2:37]1>>[C:1]([CH3:2])([CH3:3])([CH3:4])[O:5][C:6](=[O:7])[N:8]([CH2:9][CH:10]([CH2:11][N:12]([CH3:13])[C:14](=[O:15])[O:16][C:17]([CH3:18])([CH3:19])[CH3:20])[O:21][CH2:24][c:25]1[cH:26][cH:27][cH:28][cH:29][cH:30]1)[CH3:22].